This data is from the Open Reaction Database (ORD), a public repository of structured organic reaction records. The task is: describe an organic reaction: reactants, conditions, products, and yield Starting materials: CC(C)CNCC(C)C, CN(C)C=O, CN1Cc2c(-c3nnc(CCl)o3)ncn2-c2ccccc2C1=O. The product is CC(C)CN(Cc1nnc(-c2ncn3c2CN(C)C(=O)c2ccccc2-3)o1)CC(C)C. As a reaction SMILES: [CH2:24]([CH:25]([CH3:26])[CH3:27])[NH:28][CH2:29][CH:30]([CH3:31])[CH3:32].[CH3:33][N:34]([CH3:35])[CH:36]=[O:37].[Cl:1][CH2:2][c:3]1[n:4][n:5][c:6](-[c:8]2[n:9][cH:10][n:11]3[c:12]2[CH2:13][N:14]([CH3:23])[C:15](=[O:22])[c:16]2[c:17]-3[cH:18][cH:19][cH:20][cH:21]2)[o:7]1>>[CH2:2]([c:3]1[n:4][n:5][c:6](-[c:8]2[n:9][cH:10][n:11]3[c:12]2[CH2:13][N:14]([CH3:23])[C:15](=[O:22])[c:16]2[c:17]-3[cH:18][cH:19][cH:20][cH:21]2)[o:7]1)[N:28]([CH2:24][CH:25]([CH3:26])[CH3:27])[CH2:29][CH:30]([CH3:31])[CH3:32]. Reaction conditions: time 36 hour. Procedure details: A solution of 5.0 g of thiophenol in 30 ml of 1,4-dioxane was added dropwise at room temperature to a mixture of 6 ml of epibromohydrin, 5.45 g of sodium hydroxide and 30 ml of 1,4-dioxane, and then the mixture was stirred at room temperature for 36 hours. At the end of this time, insoluble solids were removed by filtration, the 1,4-dioxane was evaporated from the filtrate, water was added to the resulting residue, and the mixture was extracted with ethyl acetate. The extract was washed with an ... Reaction SMILES: [C:1]1([SH:7])[CH:6]=[CH:5][CH:4]=[CH:3][CH:2]=1.[CH2:8]([CH:10]1[O:12][CH2:11]1)Br.[OH-].[Na+]>O1CCOCC1>[C:1]1([S:7][CH2:8][CH:10]2[CH2:11][O:12]2)[CH:6]=[CH:5][CH:4]=[CH:3][CH:2]=1 |f:2.3|. Run in O1CCOCC1 (1,4-dioxane), O1CCOCC1 (1,4-dioxane). Product: C1(=CC=CC=C1)SCC1OC1 (Phenylthiomethyloxirane). The reactants are C1(=CC=CC=C1)S (thiophenol), C(Br)C1CO1 (epibromohydrin), [OH-].[Na+] (sodium hydroxide).